Dataset: the Open Reaction Database (ORD), a public repository of structured organic reaction records. Task: describe an organic reaction: reactants, conditions, products, and yield Starting materials: C=O, COC(=O)c1cncn1Cc1ccccc1, [Na+], [OH-], O. Yields the product OCc1cncn1Cc1ccccc1. RXN SMILES: [CH2:19]=[O:20].[CH2:1]([c:2]1[cH:3][cH:4][cH:5][cH:6][cH:7]1)[n:8]1[cH:9][n:10][cH:11][c:12]1[C:13](=[O:14])[O:15][CH3:16].[Na+:18].[OH-:17].[OH2:21]>>[CH2:1]([c:2]1[cH:3][cH:4][cH:5][cH:6][cH:7]1)[n:8]1[cH:9][n:10][cH:11][c:12]1[CH2:13][OH:14]. Reactants: COC(=O)c1sccc1S(=O)(=O)Cl, COc1ccc(F)cc1C(=O)c1cnc(NC2CCNCC2)nc1N. Yields the product COC(=O)c1sccc1S(=O)(=O)N1CCC(Nc2ncc(C(=O)c3cc(F)ccc3OC)c(N)n2)CC1. As a reaction SMILES: [C:26](=[O:27])([O:28][CH3:29])[c:30]1[s:31][cH:32][cH:33][c:34]1[S:35](=[O:36])(=[O:37])[Cl:38].[NH2:1][c:2]1[n:3][c:4]([NH:19][CH:20]2[CH2:21][CH2:22][NH:23][CH2:24][CH2:25]2)[n:5][cH:6][c:7]1[C:8](=[O:9])[c:10]1[c:11]([O:17][CH3:18])[cH:12][cH:13][c:14]([F:16])[cH:15]1>>[NH2:1][c:2]1[n:3][c:4]([NH:19][CH:20]2[CH2:21][CH2:22][N:23]([S:35]([c:34]3[c:30]([C:26](=[O:27])[O:28][CH3:29])[s:31][cH:32][cH:33]3)(=[O:36])=[O:37])[CH2:24][CH2:25]2)[n:5][cH:6][c:7]1[C:8](=[O:9])[c:10]1[c:11]([O:17][CH3:18])[cH:12][cH:13][c:14]([F:16])[cH:15]1. Reactants: CC(=O)O[BH-](OC(C)=O)OC(C)=O, C1CCNCC1, CC(=O)O, Cc1ccc(S(=O)(=O)OCCC#Cc2ccc(C=O)cc2)cc1, ClCCl, [Na+], [Na+], [OH-]. The product is Cc1ccc(S(=O)(=O)OCCC#Cc2ccc(CN3CCCCC3)cc2)cc1. Reaction SMILES: [C:30]([O:31][BH-:32]([O:33][C:34](=[O:35])[CH3:36])[O:37][C:38](=[O:39])[CH3:40])(=[O:41])[CH3:42].[CH2:24]1[CH2:25][CH2:26][NH:27][CH2:28][CH2:29]1.[CH3:49][C:50](=[O:51])[OH:52].[CH:1](=[O:2])[c:3]1[cH:4][cH:5][c:6]([C:9]#[C:10][CH2:11][CH2:12][O:13][S:14](=[O:15])(=[O:16])[c:17]2[cH:18][cH:19][c:20]([CH3:23])[cH:21][cH:22]2)[cH:7][cH:8]1.[Cl:46][CH2:47][Cl:48].[Na+:43].[Na+:45].[OH-:44]>>[CH2:1]([c:3]1[cH:4][cH:5][c:6]([C:9]#[C:10][CH2:11][CH2:12][O:13][S:14](=[O:15])(=[O:16])[c:17]2[cH:18][cH:19][c:20]([CH3:23])[cH:21][cH:22]2)[cH:7][cH:8]1)[N:27]1[CH2:26][CH2:25][CH2:24][CH2:29][CH2:28]1. Reactants: C(C1=CC=CC=C1)N[C@@H]1[C@@H](CN(CC1)C(=O)OC(C)(C)C)F (cis-4-benzylamino-1-tert-butoxycarbonyl-3-fluoropiperidine), Cl (HCl). The reagents and catalysts are [Pd] (Pd/C). The solvent is CCO (EtOH). Run at time 14 hour. The product is N[C@H]1[C@H](CN(CC1)C(=O)OC(C)(C)C)F ((3S,4R)-4-Amino-1-tert-butoxycarbonyl-3-fluoropiperidine). Yield: 53.0%. As a reaction SMILES: C([NH:8][C@H:9]1[CH2:14][CH2:13][N:12]([C:15]([O:17][C:18]([CH3:21])([CH3:20])[CH3:19])=[O:16])[CH2:11][C@H:10]1[F:22])C1C=CC=CC=1.Cl>CCO.[Pd]>[NH2:8][C@@H:9]1[CH2:14][CH2:13][N:12]([C:15]([O:17][C:18]([CH3:20])([CH3:19])[CH3:21])=[O:16])[CH2:11][C@@H:10]1[F:22]. Procedure details: To a solution of the enantiomeric mixture of cis-4-benzylamino-1-tert-butoxycarbonyl-3-fluoropiperidine (prepared according to the procedures of J. Med. Chem. 1999, 42, 2087-2104, 1.0 g, 3.2 mmole) in EtOH (40 mL) was added 3 N HCl (2.5 mL) and 10% Pd/C (50 mg). The reaction was shaken under H2 (40 psi) on a Parr aparatus for 14 h, then was filtered through celites. The filtrate was concentrated under reduced pressure, and the residue was purified by flash chromatography on silica gel (10% MeOH/... The reactants are N1C=NC=C1 (imidazole), CC(C)(C)[Si](C)(C)Cl (TBDMSCl), NC1=C2C(=NC=N1)NN=C2C2=CC=C(C=C2)O (4-(4-amino-1H-pyrazolo[3,4-d]pyrimidin-3-yl)phenol), N1C=NC=C1 (imidazole), CC(C)(C)[Si](C)(C)Cl (TBDMSCl). The solvent is O (water), CN(C)C=O (DMF). Run at time 16 hour. Yields the product [Si](C)(C)(C(C)(C)C)OC1=CC=C(C=C1)C1=NNC2=NC=NC(=C21)N (3-(4-(tert-Butyldimethylsilyloxy)phenyl)-1H-pyrazolo[3,4-d]pyrimidin-4-amine). Yield: 92.7%. As a reaction SMILES: [NH2:1][C:2]1[N:7]=[CH:6][N:5]=[C:4]2[NH:8][N:9]=[C:10]([C:11]3[CH:16]=[CH:15][C:14]([OH:17])=[CH:13][CH:12]=3)[C:3]=12.N1C=CN=C1.[CH3:23][C:24]([Si:27](Cl)([CH3:29])[CH3:28])([CH3:26])[CH3:25]>CN(C=O)C.O>[Si:27]([O:17][C:14]1[CH:15]=[CH:16][C:11]([C:10]2[C:3]3[C:4](=[N:5][CH:6]=[N:7][C:2]=3[NH2:1])[NH:8][N:9]=2)=[CH:12][CH:13]=1)([C:24]([CH3:26])([CH3:25])[CH3:23])([CH3:29])[CH3:28]. Procedure: To a stirred solution of compound (4) (5.25 g, 23.1 mmol) and imidazole (3.85 g, 57.8 mmol) in dry DMF (70 mL) was added TBDMSCl (4.19 g, 27.7 mmol). After 16 hr, further aliquots of imidazole (1.93 g, 28.9 mmol) and TBDMSCl (2.10 g, 13.9 mmol) were added and the mixture stirred for 4 hr. The reaction mixture was diluted with water (200 mL) and the resulting precipitate was collected by filtration, washed with water (200 mL) and heptane (300 mL) to afford the title compound (5) (7.31 g, 93%) as ... Reactants: C(#N)C=1C=C2CCC(C(C2=CC1)=O)CC(=O)O (6-cyano-1-oxo-1,2,3,4-tetrahydro-2-naphthyl acetic acid), O.NN (hydrazine hydrate). The solvent is C(C)(=O)O (acetic acid). Yields the product C(#N)C=1C=CC2=C(CCC3CC(NN=C23)=O)C1 (8-cyano-4,4a,5,6-tetrahydrobenzo[h]cinnolin-3[2H]-one). RXN SMILES: [C:1]([C:3]1[CH:4]=[C:5]2[C:10](=[CH:11][CH:12]=1)[C:9](=O)[CH:8]([CH2:14][C:15]([OH:17])=O)[CH2:7][CH2:6]2)#[N:2].O.[NH2:19][NH2:20]>C(O)(=O)C>[C:1]([C:3]1[CH:12]=[CH:11][C:10]2[C:9]3[CH:8]([CH2:14][C:15](=[O:17])[NH:19][N:20]=3)[CH2:7][CH2:6][C:5]=2[CH:4]=1)#[N:2] |f:1.2|. Reported procedure: A solution of 6-cyano-1-oxo-1,2,3,4-tetrahydro-2-naphthyl acetic acid (5.0 g) in 50% hot aqueous acetic acid was treated with hydrazine hydrate (1.0 ml ) and heated under reflux for 2 hours. The precipitated solid was filtered off and washed with water to give 8-cyano-4,4a,5,6-tetrahydrobenzo[h]cinnolin-3[2H]-one (1.2 g; m.p. 292°-5°); ν(Nujol mull) 3500, 3225, 2225, 1685, 1615, and 1586; δ(DMSO-d6) 1.55 (1H,m,5-H), 2.14 (1H,m,5-H) 2.40 (2H,m,4-H), 2.78 (3H,m,4a,6-H), 7.65 (lH,m,9-H), 7.71 (lH, ... The reactants are COCCN(C)c1nnc(-c2ccc(-c3ccccc3)nc2)n1-c1ccccc1Br, [C-]#N, [C-]#N, CN1CCCC1=O, ClC(Cl)Cl, [Ca+2], [OH-], [OH-], [Zn+2]. Product: COCCN(C)c1nnc(-c2ccc(-c3ccccc3)nc2)n1-c1ccccc1C#N. RXN SMILES: [Br:1][c:2]1[c:3](-[n:8]2[c:9]([N:25]([CH3:26])[CH2:27][CH2:28][O:29][CH3:30])[n:10][n:11][c:12]2-[c:13]2[cH:14][n:15][c:16](-[c:19]3[cH:20][cH:21][cH:22][cH:23][cH:24]3)[cH:17][cH:18]2)[cH:4][cH:5][cH:6][cH:7]1.[C-:45]#[N:46].[C-:48]#[N:49].[CH3:38][N:39]1[CH2:40][CH2:41][CH2:42][C:43]1=[O:44].[CH:34]([Cl:35])([Cl:36])[Cl:37].[Ca+2:32].[OH-:31].[OH-:33].[Zn+2:47]>>[c:2]1([C:38]#[N:39])[c:3](-[n:8]2[c:9]([N:25]([CH3:26])[CH2:27][CH2:28][O:29][CH3:30])[n:10][n:11][c:12]2-[c:13]2[cH:14][n:15][c:16](-[c:19]3[cH:20][cH:21][cH:22][cH:23][cH:24]3)[cH:17][cH:18]2)[cH:4][cH:5][cH:6][cH:7]1. Starting materials: F[B-](F)(F)F, COC(=O)c1cc(Br)cc(OCC(=O)O)c1, CCN(C(C)C)C(C)C, Nc1ccncc1, CN(C)C=O, On1nnc2ccccc21, CN(C)C(On1nnc2ccccc21)=[N+](C)C. The product is COC(=O)c1cc(Br)cc(OCC(=O)Nc2ccncc2)c1. As a reaction SMILES: [B-:17]([F:18])([F:19])([F:20])[F:21].[Br:1][c:2]1[cH:3][c:4]([C:13](=[O:14])[O:15][CH3:16])[cH:5][c:6]([O:7][CH2:8][C:9](=[O:10])[OH:11])[cH:12]1.[CH:49]([N:50]([CH2:51][CH3:52])[CH:53]([CH3:54])[CH3:55])([CH3:56])[CH3:57].[NH2:58][c:59]1[cH:60][cH:61][n:62][cH:63][cH:64]1.[O:65]=[CH:66][N:67]([CH3:68])[CH3:69].[OH:39][n:40]1[c:41]2[c:42]([cH:43][cH:44][cH:45][cH:46]2)[n:47][n:48]1.[n:22]1([O:23][C:24]([N:25]([CH3:26])[CH3:27])=[N+:28]([CH3:29])[CH3:30])[c:31]2[cH:32][cH:33][cH:34][cH:35][c:36]2[n:37][n:38]1>>[Br:1][c:2]1[cH:3][c:4]([C:13](=[O:14])[O:15][CH3:16])[cH:5][c:6]([O:7][CH2:8][C:9](=[O:11])[NH:58][c:59]2[cH:60][cH:61][n:62][cH:63][cH:64]2)[cH:12]1. Reactants: Fc1ccc(C(=Nn2cncn2)c2ccc(F)cc2)cc1, [Li]C, C1CCOC1. Yields the product CC(Nn1cncn1)(c1ccc(F)cc1)c1ccc(F)cc1. Reaction SMILES: [F:3][c:4]1[cH:5][cH:6][c:7]([C:10](=[N:11][n:12]2[n:13][cH:14][n:15][cH:16]2)[c:17]2[cH:18][cH:19][c:20]([F:23])[cH:21][cH:22]2)[cH:8][cH:9]1.[Li:1][CH3:2].[O:24]1[CH2:25][CH2:26][CH2:27][CH2:28]1>>[CH3:2][C:10]([c:7]1[cH:6][cH:5][c:4]([F:3])[cH:9][cH:8]1)([NH:11][n:12]1[n:13][cH:14][n:15][cH:16]1)[c:17]1[cH:18][cH:19][c:20]([F:23])[cH:21][cH:22]1. The reactants are O=C1CCCC(=O)O1, CC(=O)N(C)c1c(I)c(N)c(I)c(C(=O)O)c1I, O, O=S(=O)(O)O. Product: CC(=O)N(C)c1c(I)c(NC(=O)CCCC(=O)O)c(I)c(C(=O)O)c1I. RXN SMILES: [C:19]1(=[O:26])[CH2:20][CH2:21][CH2:22][C:23](=[O:24])[O:25]1.[NH2:1][c:2]1[c:3]([I:18])[c:4]([C:5](=[O:6])[OH:7])[c:8]([I:17])[c:9]([N:12]([C:13]([CH3:14])=[O:15])[CH3:16])[c:10]1[I:11].[OH2:32].[S:27](=[O:28])(=[O:29])([OH:30])[OH:31]>>[NH:1]([c:2]1[c:3]([I:18])[c:4]([C:5](=[O:6])[OH:7])[c:8]([I:17])[c:9]([N:12]([C:13]([CH3:14])=[O:15])[CH3:16])[c:10]1[I:11])[C:19]([CH2:20][CH2:21][CH2:22][C:23](=[O:24])[OH:25])=[O:26].